Dataset: the Open Reaction Database (ORD), a public repository of structured organic reaction records. Task: describe an organic reaction: reactants, conditions, products, and yield The reactants are C(=NC1CCCCC1)=NC1CCCCC1, ClCCl, O=C([O-])CCC(=O)C(=O)OCc1ccc([N+](=O)[O-])cc1, Oc1ccccc1. Yields the product O=C1CCC(Oc2ccccc2)(C(=O)OCc2ccc([N+](=O)[O-])cc2)O1. Reaction SMILES: [CH:28]1([N:29]=[C:30]=[N:31][CH:32]2[CH2:33][CH2:34][CH2:35][CH2:36][CH2:37]2)[CH2:38][CH2:39][CH2:40][CH2:41][CH2:42]1.[Cl:43][CH2:44][Cl:45].[O:8]=[C:9]([C:10](=[O:11])[O:12][CH2:13][c:14]1[cH:15][cH:16][c:17]([N+:20](=[O:21])[O-:22])[cH:18][cH:19]1)[CH2:23][CH2:24][C:25](=[O:26])[O-:27].[OH:1][c:2]1[cH:3][cH:4][cH:5][cH:6][cH:7]1>>[O:1]([c:2]1[cH:3][cH:4][cH:5][cH:6][cH:7]1)[C:9]1([C:10](=[O:11])[O:12][CH2:13][c:14]2[cH:15][cH:16][c:17]([N+:20](=[O:21])[O-:22])[cH:18][cH:19]2)[CH2:23][CH2:24][C:25](=[O:26])[O:27]1. The reactants are C1CCOC1, COc1cc(C=O)cc2c1OCC2, Cc1nc(-c2ccc(N)cc2)no1, C[Si](C)(C)C#N. Yields the product COc1cc(C(C#N)Nc2ccc(-c3noc(C)n3)cc2)cc2c1OCC2. RXN SMILES: [CH2:33]1[O:34][CH2:35][CH2:36][CH2:37]1.[CH3:14][O:15][c:16]1[cH:17][c:18]([CH:25]=[O:26])[cH:19][c:20]2[c:24]1[O:23][CH2:22][CH2:21]2.[CH3:1][c:2]1[n:3][c:4](-[c:7]2[cH:8][cH:9][c:10]([NH2:13])[cH:11][cH:12]2)[n:5][o:6]1.[CH3:27][Si:28]([CH3:29])([CH3:30])[C:31]#[N:32]>>[CH3:1][c:2]1[n:3][c:4](-[c:7]2[cH:8][cH:9][c:10]([NH:13][CH:25]([c:18]3[cH:17][c:16]([O:15][CH3:14])[c:24]4[c:20]([cH:19]3)[CH2:21][CH2:22][O:23]4)[C:31]#[N:32])[cH:11][cH:12]2)[n:5][o:6]1. Reactants: COc1cc2nccc(Oc3ccc4cc(Br)ccc4c3F)c2cc1OC, C[Si](C)(C)[N-][Si](C)(C)C, Cc1ccccc1, Cl, [Li+], O=C(C=Cc1ccccc1)C=Cc1ccccc1, O=C(C=Cc1ccccc1)C=Cc1ccccc1, O=C(C=Cc1ccccc1)C=Cc1ccccc1, [Pd], [Pd]. Yields the product COc1cc2nccc(Oc3ccc4cc(N)ccc4c3F)c2cc1OC, Cl. RXN SMILES: [CH3:1][O:2][c:3]1[cH:4][c:5]2[c:6]([O:15][c:16]3[c:17]([F:27])[c:18]4[cH:19][cH:20][c:21]([Br:26])[cH:22][c:23]4[cH:24][cH:25]3)[cH:7][cH:8][n:9][c:10]2[cH:11][c:12]1[O:13][CH3:14].[CH3:29][Si:30]([N-:33][Si:31]([CH3:32])([CH3:34])[CH3:35])([CH3:36])[CH3:37].[CH3:95][c:96]1[cH:97][cH:98][cH:99][cH:100][cH:101]1.[ClH:38].[Li+:28].[O:41]=[C:42]([CH:43]=[CH:44][c:45]1[cH:46][cH:47][cH:48][cH:49][cH:50]1)[CH:51]=[CH:52][c:53]1[cH:54][cH:55][cH:56][cH:57][cH:58]1.[O:59]=[C:60]([CH:61]=[CH:62][c:63]1[cH:64][cH:65][cH:66][cH:67][cH:68]1)[CH:69]=[CH:70][c:71]1[cH:72][cH:73][cH:74][cH:75][cH:76]1.[O:77]=[C:78]([CH:79]=[CH:80][c:81]1[cH:82][cH:83][cH:84][cH:85][cH:86]1)[CH:87]=[CH:88][c:89]1[cH:90][cH:91][cH:92][cH:93][cH:94]1.[Pd:39].[Pd:40]>>[CH3:1][O:2][c:3]1[cH:4][c:5]2[c:6]([O:15][c:16]3[c:17]([F:27])[c:18]4[cH:19][cH:20][c:21]([NH2:33])[cH:22][c:23]4[cH:24][cH:25]3)[cH:7][cH:8][n:9][c:10]2[cH:11][c:12]1[O:13][CH3:14].[ClH:38]. Starting materials: ClCC(=O)NC=1C(C(=O)O)=CC=CC1 (N-chloroacetyl-anthranilic acid), COC(C=1C(N)=CC=CC1)=O (anthranilic acid methyl ester), ( 4 ). Yields the product N1=CNC(C2=CC=CC=C12)=O (4H-quinazolin-4-one). Reaction SMILES: ClC[C:3]([NH:5][C:6]1[C:7](=[CH:11][CH:12]=[CH:13][CH:14]=1)[C:8](O)=[O:9])=O.COC(=O)C1C(=CC=CC=1)[NH2:20]>>[N:5]1[C:6]2[C:7](=[CH:11][CH:12]=[CH:13][CH:14]=2)[C:8](=[O:9])[NH:20][CH:3]=1. Procedure: 2-Chloromethyl-3-82-methoxycarbonyl-phenyl)-4H-quinazolin-4-one (melting point: 197°-199° C., recrystallised from toluene) was prepared from N-chloroacetyl-anthranilic acid and anthranilic acid methyl ester analogously to the method in J. pr. Chem. (4) 14 (1961), 84. Starting materials: [Al+3], C1CCOC1, [H-], [H-], [H-], [H-], [Li+], [Na+], [OH-], O, CCOC(=O)c1csc(-n2cccn2)n1. The product is OCc1csc(-n2cccn2)n1. Reaction SMILES: [Al+3:2].[CH2:25]1[O:26][CH2:27][CH2:28][CH2:29]1.[H-:1].[H-:4].[H-:5].[H-:6].[Li+:3].[Na+:23].[OH-:22].[OH2:24].[n:7]1(-[c:12]2[s:13][cH:14][c:15]([C:17](=[O:18])[O:19][CH2:20][CH3:21])[n:16]2)[n:8][cH:9][cH:10][cH:11]1>>[n:7]1(-[c:12]2[s:13][cH:14][c:15]([CH2:17][OH:18])[n:16]2)[n:8][cH:9][cH:10][cH:11]1.